describe an organic reaction: reactants, conditions, products, and yield From a dataset of the Open Reaction Database (ORD), a public repository of structured organic reaction records. Starting materials: [Al+3], O=C([O-])O, CCOC(C)=O, CC1(c2cccc(NS(C)(=O)=O)c2)C2CN(C(=O)CCc3ccc(Cl)c(Cl)c3)CC21, [H-], [H-], [H-], [H-], [Li+], [Na+], C1CCOC1, O. The product is CC1(c2cccc(NS(C)(=O)=O)c2)C2CN(CCCc3ccc(Cl)c(Cl)c3)CC21. As a reaction SMILES: [Al+3:32].[C:38](=[O:39])([O-:40])[OH:41].[CH3:48][CH2:49][O:50][C:51](=[O:52])[CH3:53].[Cl:1][c:2]1[cH:3][c:4]([CH2:9][CH2:10][C:11](=[O:12])[N:13]2[CH2:14][CH:15]3[C:16]([CH3:19])([c:20]4[cH:21][c:22]([NH:26][S:27](=[O:28])(=[O:29])[CH3:30])[cH:23][cH:24][cH:25]4)[CH:17]3[CH2:18]2)[cH:5][cH:6][c:7]1[Cl:8].[H-:31].[H-:34].[H-:35].[H-:36].[Li+:33].[Na+:42].[O:43]1[CH2:44][CH2:45][CH2:46][CH2:47]1.[OH2:37]>>[Cl:1][c:2]1[cH:3][c:4]([CH2:9][CH2:10][CH2:11][N:13]2[CH2:14][CH:15]3[C:16]([CH3:19])([c:20]4[cH:21][c:22]([NH:26][S:27](=[O:28])(=[O:29])[CH3:30])[cH:23][cH:24][cH:25]4)[CH:17]3[CH2:18]2)[cH:5][cH:6][c:7]1[Cl:8]. Reaction SMILES: [C:1]([N:4]1[C@@H:10]([CH3:11])[C@H:9]([NH:12][C:13](=[O:25])[C@@H:14]([N:16](C)[C:17](=O)OC(C)(C)C)[CH3:15])[C:8](=[O:26])[N:7]([CH2:27][C:28]2[C:37]3[C:32](=[CH:33][CH:34]=[CH:35][CH:36]=3)[CH:31]=[CH:30][C:29]=2[CH3:38])[C:6]2[CH:39]=[CH:40][C:41]([C:43]#[N:44])=[CH:42][C:5]1=2)(=[O:3])[CH3:2].[ClH:45]>O1CCOCC1.CCOCC>[ClH:45].[C:1]([N:4]1[C@@H:10]([CH3:11])[C@H:9]([NH:12][C:13](=[O:25])[C@@H:14]([NH:16][CH3:17])[CH3:15])[C:8](=[O:26])[N:7]([CH2:27][C:28]2[C:37]3[C:32](=[CH:33][CH:34]=[CH:35][CH:36]=3)[CH:31]=[CH:30][C:29]=2[CH3:38])[C:6]2[CH:39]=[CH:40][C:41]([C:43]#[N:44])=[CH:42][C:5]1=2)(=[O:3])[CH3:2] |f:4.5|. Starting materials: C(C)(=O)N1C2=C(N(C([C@H]([C@@H]1C)NC([C@H](C)N(C(OC(C)(C)C)=O)C)=O)=O)CC1=C(C=CC3=CC=CC=C13)C)C=CC(=C2)C#N (tert-butyl(S)-1-((3S,4S)-5-acetyl-7-cyano-4-methyl-1-((2-methylnaphthalen-1-yl)methyl)-2-oxo-2,3,4,5-tetrahydro-1H-benzo[b][1,4]diazepin-3-ylamino)-1-oxopropan-2-yl(methyl)carbamate), Cl (HCl). Procedure: A rt solution of tert-butyl(S)-1-((3S,4S)-5-acetyl-7-cyano-4-methyl-1-((2-methylnaphthalen-1-yl)methyl)-2-oxo-2,3,4,5-tetrahydro-1H-benzo[b][1,4]diazepin-3-ylamino)-1-oxopropan-2-yl(methyl)carbamate (56.3 mg, 94.2 μmol) in 4 M HCl in dioxane (471 μl) was stirred for 1 h. The reaction was diluted with Et2O and the solids were collected by vacuum filtration, taken up in MeCN—H2O, and lyophilized to provide (S)-N-((3S,4S)-5-acetyl-7-cyano-4-methyl-1-((2-methylnaphthalen-1-yl)methyl)-2-oxo-2,3,4,5-t... Solvent: O1CCOCC1 (dioxane), CCOCC (Et2O). Isolated yield 88.0%. Product: Cl.C(C)(=O)N1C2=C(N(C([C@H]([C@@H]1C)NC([C@H](C)NC)=O)=O)CC1=C(C=CC3=CC=CC=C13)C)C=CC(=C2)C#N ((S)-N-((3S,4S)-5-acetyl-7-cyano-4-methyl-1-((2-methylnaphthalen-1-yl)methyl)-2-oxo-2,3,4,5-tetrahydro-1H-benzo[b][1,4]diazepin-3-yl)-2-(methylamino)propanamide hydrochloride).